From a dataset of the Open Reaction Database (ORD), a public repository of structured organic reaction records. describe an organic reaction: reactants, conditions, products, and yield Reactants: [Si](C)(C)(C(C)(C)C)OCC1(CC=2N(CCS1)C(=NN2)C2(CC2)C2=CC(=C(C=C2)C=2C=NC=CC2)F)C (8-({[Tert-butyl(dimethyl)silyl]oxy}methyl)-3-[1-(3-fluoro-4-pyridin-3-ylphenyl)cyclopropyl]-8-methyl-5,6,8,9-tetrahydro[1,2,4]triazolo[4,3-d][1,4]thiazepine), Cl (hydrochloric acid). The solvent is CO (methanol). Product: FC=1C=C(C=CC1C=1C=NC=CC1)C1(CC1)C1=NN=C2N1CCSC(C2)(C)CO ({3-[1-(3-Fluoro-4-pyridin-3-ylphenyl)cyclopropyl]-8-methyl-5,6,8,9-tetrahydro[1,2,4]triazolo[4,3-d][1,4]thiazepine-8-yl}methanol). Isolated yield 86.0%. Reaction SMILES: [Si]([O:8][CH2:9][C:10]1([CH3:36])[S:16][CH2:15][CH2:14][N:13]2[C:17]([C:20]3([C:23]4[CH:28]=[CH:27][C:26]([C:29]5[CH:30]=[N:31][CH:32]=[CH:33][CH:34]=5)=[C:25]([F:35])[CH:24]=4)[CH2:22][CH2:21]3)=[N:18][N:19]=[C:12]2[CH2:11]1)(C(C)(C)C)(C)C.Cl>CO>[F:35][C:25]1[CH:24]=[C:23]([C:20]2([C:17]3[N:13]4[CH2:14][CH2:15][S:16][C:10]([CH2:9][OH:8])([CH3:36])[CH2:11][C:12]4=[N:19][N:18]=3)[CH2:22][CH2:21]2)[CH:28]=[CH:27][C:26]=1[C:29]1[CH:30]=[N:31][CH:32]=[CH:33][CH:34]=1. Procedure: A solution of the compound (517 mg, 1.0 mmol) obtained in Example 26-1), and 4 M hydrochloric acid (1,4-dioxane solution, 2 mL) in methanol (2 mL) was stirred at room temperature for 15 h. The reaction mixture was concentrated under reduced pressure, saturated aqueous sodium hydrogencarbonate was added to the residue, the mixture was extracted with dichloromethane, and the organic layer was washed with saturated sodium chloride solution and dried with anhydrous sodium sulfate. After filtration, ...